Dataset: the Open Reaction Database (ORD), a public repository of structured organic reaction records. Task: describe an organic reaction: reactants, conditions, products, and yield Reactants: COC=1C=C2C(=NC=NC2=CC1OC)OC=1C=C(N)C=CC1 (3-(6,7-dimethoxyquinazolin-4-yloxy)aniline), C(C)(C)C1=CC(=NO1)NC(OC1=CC=CC=C1)=O (phenyl 5-isopropylisoxazol-3-ylcarbamate). The product is title compound, COC=1C=C2C(=NC=NC2=CC1OC)OC=1C=C(C=CC1)NC(=O)NC1=NOC(=C1)C(C)C (1-(3-(6,7-dimethoxyquinazolin-4-yloxy)phenyl)-3-(5-isopropylisoxazol-3-yl)urea). The yield is 59.0%. RXN SMILES: [CH3:1][O:2][C:3]1[CH:4]=[C:5]2[C:10](=[CH:11][C:12]=1[O:13][CH3:14])[N:9]=[CH:8][N:7]=[C:6]2[O:15][C:16]1[CH:17]=[C:18]([CH:20]=[CH:21][CH:22]=1)[NH2:19].[CH:23]([C:26]1[O:30][N:29]=[C:28]([NH:31][C:32](=O)[O:33]C2C=CC=CC=2)[CH:27]=1)([CH3:25])[CH3:24]>>[CH3:1][O:2][C:3]1[CH:4]=[C:5]2[C:10](=[CH:11][C:12]=1[O:13][CH3:14])[N:9]=[CH:8][N:7]=[C:6]2[O:15][C:16]1[CH:17]=[C:18]([NH:19][C:32]([NH:31][C:28]2[CH:27]=[C:26]([CH:23]([CH3:25])[CH3:24])[O:30][N:29]=2)=[O:33])[CH:20]=[CH:21][CH:22]=1. Procedure details: The title compound was prepared as described in Example 113C using 3-(6,7-dimethoxyquinazolin-4-yloxy)aniline from Example 113A (90 mg, 0.3 mmol) and phenyl 5-isopropylisoxazol-3-ylcarbamate from the previous step (110 mg, 0.45 mmol) to give 1-(3-(6,7-dimethoxyquinazolin-4-yloxy)phenyl)-3-(5-isopropylisoxazol-3-yl)urea (79 mg, 59%) as a white solid after purification by preparative HPLC (phenylhexyl reverse phase column). 1H NMR (300 MHz, DMSO-d6) δ 9.57 (s, 1H), 9.01 (s, 1H), 8.56 (s, 1H), 7.57... Yields the product CC1NCCN(CCC(C)(C)C(=O)N2CCC3(CC3)C(O)C2)C1=O. Starting materials: CC1C(=O)N(CCC(C)(C)C(=O)N2CCC3(CC3)C(O)C2)CCN1C(=O)OCc1ccccc1, Cl. Reaction SMILES: [CH2:1]([O:2][C:3](=[O:4])[N:11]1[CH:12]([CH3:34])[C:13](=[O:33])[N:14]([CH2:17][CH2:18][C:19]([C:20](=[O:21])[N:22]2[CH2:23][CH:24]([OH:30])[C:25]3([CH2:26][CH2:27]3)[CH2:28][CH2:29]2)([CH3:31])[CH3:32])[CH2:15][CH2:16]1)[c:5]1[cH:6][cH:7][cH:8][cH:9][cH:10]1.[ClH:35]>>[NH:11]1[CH:12]([CH3:34])[C:13](=[O:33])[N:14]([CH2:17][CH2:18][C:19]([C:20](=[O:21])[N:22]2[CH2:23][CH:24]([OH:30])[C:25]3([CH2:26][CH2:27]3)[CH2:28][CH2:29]2)([CH3:31])[CH3:32])[CH2:15][CH2:16]1. The reactants are FC1=CC=C(C=C1)C=1C(=NNC1C(F)(F)F)C1=CC=C(C=C1)S(=O)(=O)C (4-(4-fluorophenyl)-3-[4-(methylsulfonyl)phenyl]-5-(trifluoromethyl)-1H-pyrazole), C([O-])([O-])=O.[K+].[K+] (potassium carbonate), C(C=C)Br (allyl bromide), C(C=C)N1N=C(C(=C1C1=CC=C(C=C1)S(=O)(=O)C)C1=CC=C(C=C1)F)C(F)(F)F (1-allyl-4-(4-fluorophenyl)-5-[4-(methylsulfonyl)phenyl]-3-(trifluoromethyl)pyrazole), 1-allyl-4-(4-fluorophenyl)-3-[4-(methylsulfonyl)phenyl]-5-5 (trifluoromethyl)-1H-pyrazole. Run in CN(C)C=O (DMF). The product is C(C=C)N1N=C(C(=C1C(F)(F)F)C1=CC=C(C=C1)F)C1=CC=C(C=C1)S(=O)(=O)C (1-allyl-4-(4-fluorophenyl)-3-[4-(methylsulfonyl)phenyl]-5-(trifluoromethyl)-1H-pyrazole). Yield: 40.8%. RXN SMILES: [F:1][C:2]1[CH:7]=[CH:6][C:5]([C:8]2[C:9]([C:17]3[CH:22]=[CH:21][C:20]([S:23]([CH3:26])(=[O:25])=[O:24])=[CH:19][CH:18]=3)=[N:10][NH:11][C:12]=2[C:13]([F:16])([F:15])[F:14])=[CH:4][CH:3]=1.C(=O)([O-])[O-].[K+].[K+].[CH2:33](Br)[CH:34]=[CH2:35].C(N1C(C2C=CC(S(C)(=O)=O)=CC=2)=C(C2C=CC(F)=CC=2)C(C(F)(F)F)=N1)C=C>CN(C=O)C>[CH2:35]([N:11]1[C:12]([C:13]([F:16])([F:14])[F:15])=[C:8]([C:5]2[CH:6]=[CH:7][C:2]([F:1])=[CH:3][CH:4]=2)[C:9]([C:17]2[CH:22]=[CH:21][C:20]([S:23]([CH3:26])(=[O:24])=[O:25])=[CH:19][CH:18]=2)=[N:10]1)[CH:34]=[CH2:33] |f:1.2.3|. Procedure: Reaction of 4-(4-fluorophenyl)-3-[4-(methylsulfonyl)phenyl]-5-(trifluoromethyl)-1H-pyrazole (Example 1, Step 3) (0.1 g) with 0.08 g of potassium carbonate and 2.0 g of allyl bromide in 5 mL of DMF gave a crude mixture of 1-allyl-4-(4-fluorophenyl)-5-[4-(methylsulfonyl)phenyl]-3-(trifluoromethyl)pyrazole and 1-allyl-4-(4-fluorophenyl)-3-[4-(methylsulfonyl)phenyl]-5-5 (trifluoromethyl)-1H-pyrazole. HPLC purification with 50% ethyl acetate-hexane and recrystallization from ether-hexane gave 1-allyl... Reactants: CC(C)(C)OC(=O)N1CC(O)CC1C(=O)N1CCN(C(=O)c2cc(C(F)(F)F)cc(C(F)(F)F)c2)C(Cc2ccccc2)C1, ClCCl, Cl, C1COCCO1. Product: O=C(C1CC(O)CN1)N1CCN(C(=O)c2cc(C(F)(F)F)cc(C(F)(F)F)c2)C(Cc2ccccc2)C1, Cl. Reaction SMILES: [CH2:1]([c:2]1[cH:3][cH:4][cH:5][cH:6][cH:7]1)[CH:8]1[N:9]([C:29]([c:30]2[cH:31][c:32]([C:40]([F:41])([F:42])[F:43])[cH:33][c:34]([C:36]([F:37])([F:38])[F:39])[cH:35]2)=[O:44])[CH2:10][CH2:11][N:12]([C:14]([CH:15]2[N:16]([C:21]([O:22][C:23]([CH3:24])([CH3:25])[CH3:26])=[O:27])[CH2:17][CH:18]([OH:20])[CH2:19]2)=[O:28])[CH2:13]1.[Cl:46][CH2:47][Cl:48].[ClH:45].[O:49]1[CH2:50][CH2:51][O:52][CH2:53][CH2:54]1>>[CH2:1]([c:2]1[cH:3][cH:4][cH:5][cH:6][cH:7]1)[CH:8]1[N:9]([C:29]([c:30]2[cH:31][c:32]([C:40]([F:41])([F:42])[F:43])[cH:33][c:34]([C:36]([F:37])([F:38])[F:39])[cH:35]2)=[O:44])[CH2:10][CH2:11][N:12]([C:14]([CH:15]2[NH:16][CH2:17][CH:18]([OH:20])[CH2:19]2)=[O:28])[CH2:13]1.[ClH:45]. The reactants are CC(=O)N1CCC(C(=O)O)CC1, Cl, CN(C(=O)c1ccc(F)c(C(F)(F)F)c1)C1CCNCC1c1ccc(F)cc1. Product: CC(=O)N1CCC(C(=O)N2CCC(N(C)C(=O)c3ccc(F)c(C(F)(F)F)c3)C(c3ccc(F)cc3)C2)CC1. RXN SMILES: [C:30]([CH3:31])(=[O:32])[N:33]1[CH2:34][CH2:35][CH:36]([C:39](=[O:40])[OH:41])[CH2:37][CH2:38]1.[ClH:1].[F:2][c:3]1[c:4]([C:26]([F:27])([F:28])[F:29])[cH:5][c:6]([C:7](=[O:8])[N:9]([CH3:10])[CH:11]2[CH:12]([c:17]3[cH:18][cH:19][c:20]([F:23])[cH:21][cH:22]3)[CH2:13][NH:14][CH2:15][CH2:16]2)[cH:24][cH:25]1>>[F:2][c:3]1[c:4]([C:26]([F:27])([F:28])[F:29])[cH:5][c:6]([C:7](=[O:8])[N:9]([CH3:10])[CH:11]2[CH:12]([c:17]3[cH:18][cH:19][c:20]([F:23])[cH:21][cH:22]3)[CH2:13][N:14]([C:39]([CH:36]3[CH2:35][CH2:34][N:33]([C:30]([CH3:31])=[O:32])[CH2:38][CH2:37]3)=[O:40])[CH2:15][CH2:16]2)[cH:24][cH:25]1. Starting materials: C(C1=CC=CC=C1)(=O)Cl (benzoyl chloride), N[C@@H](CC1=CNC2=CC=CC=C12)C(=O)O (L-Tryptophan), solid, C([O-])([O-])=O.[Cs+].[Cs+] (caesium carbonate), FC(C1=C(CBr)C=CC=C1)(F)F (2-trifluoromethylbenzylbromide). Solvent: O1CCOCC1 (dioxane), O (Water), C([O-])([O-])=O.[Na+].[Na+] (sodium carbonate), CO (methanol), CN(C=O)C (Dimethylformamide). Conditions: time 2 hour. The product is N1C=C(C2=CC=CC=C12)CC(C(=O)OCC1=C(C=CC=C1)C(F)(F)F)NC(C1=CC=CC=C1)=O (2-Trifluoromethylbenzyl 3-(3-indolyl)-2-benzamidopropionate). Yield: 174.8%. As a reaction SMILES: [NH2:1][C@H:2]([C:13]([OH:15])=[O:14])[CH2:3][C:4]1[C:12]2[C:7](=[CH:8][CH:9]=[CH:10][CH:11]=2)[NH:6][CH:5]=1.[C:16](Cl)(=[O:23])[C:17]1[CH:22]=[CH:21][CH:20]=[CH:19][CH:18]=1.C(=O)([O-])[O-].[Cs+].[Cs+].[F:31][C:32]([F:42])([F:41])[C:33]1[CH:40]=[CH:39][CH:38]=[CH:37][C:34]=1[CH2:35]Br>C(=O)([O-])[O-].[Na+].[Na+].O1CCOCC1.CO.CN(C)C=O.O>[NH:6]1[C:7]2[C:12](=[CH:11][CH:10]=[CH:9][CH:8]=2)[C:4]([CH2:3][CH:2]([NH:1][C:16](=[O:23])[C:17]2[CH:22]=[CH:21][CH:20]=[CH:19][CH:18]=2)[C:13]([O:15][CH2:35][C:34]2[CH:37]=[CH:38][CH:39]=[CH:40][C:33]=2[C:32]([F:31])([F:41])[F:42])=[O:14])=[CH:5]1 |f:2.3.4,6.7.8|. Reported procedure: To a suspension of L-Tryptophan (5.1 g) in saturated aqueous sodium carbonate solution (100 ml) was added a solution of benzoyl chloride (5 g) in dioxane (100 ml) over a period of 1 hour. The reaction mixture was then stirred for a further 2 hours. Water (100 ml) was then added to the reaction mixture and unwanted organics were extracted into ethyl acetate (5×100 ml). Hydrochloric acid (5N) was then added to the aqueous layer and the free acid was extracted into ethyl acetate (250 ml), dried (Mg...